From a dataset of the Open Reaction Database (ORD), a public repository of structured organic reaction records. describe an organic reaction: reactants, conditions, products, and yield Yields the product OC1=CC=C(C(=C1)C)C(CC(=O)C1=CC=CC=C1)(C1=CC=CC=C1)C (4-hydroxy-3,6-dimethyl-β,β-diphenylpropiophenone). Reported procedure: Twenty-four and four-tenths grams of 3,6-dimethylphenol and 26.6 grams of aluminum chloride are dissolved in 250 mls chlorobenzene and 48.9 grams of 3,3-diphenylpropionic acid chloride, dissolved in 150 mls chlorobenzene, are added while stirring. The stirring is continued for several days at 100° C. The chlorobenzene is evaporated in vacuo, the residue is mixed with ice and ether and washed several times with water. After drying with sodium sulfate, the ether is evaporated. Fifteen and one-tent... As a reaction SMILES: [CH3:1][C:2]1[CH:3]=[C:4]([OH:9])[C:5](C)=[CH:6][CH:7]=1.[Cl-].[Al+3].[Cl-].[Cl-].Cl[C:15]1[CH:20]=[CH:19][CH:18]=[CH:17][CH:16]=1>C1(C(C2C=CC=CC=2)CC(Cl)=O)C=CC=CC=1>[OH:9][C:4]1[CH:3]=[C:2]([CH3:1])[C:7]([C:2]([CH3:1])([C:15]2[CH:20]=[CH:19][CH:18]=[CH:17][CH:16]=2)[CH2:3][C:4]([C:15]2[CH:20]=[CH:19][CH:18]=[CH:17][CH:16]=2)=[O:9])=[CH:6][CH:5]=1 |f:1.2.3.4|. The reactants are CC=1C=C(C(=CC1)C)O (3,6-dimethylphenol), [Cl-].[Al+3].[Cl-].[Cl-] (aluminum chloride), ClC1=CC=CC=C1 (chlorobenzene), ClC1=CC=CC=C1 (chlorobenzene). The solvent is C1(=CC=CC=C1)C(CC(=O)Cl)C1=CC=CC=C1 (3,3-diphenylpropionic acid chloride). Starting materials: BrCC=1C=C(C#N)C=C(C1)F (3-(bromomethyl)-5-fluorobenzonitrile), C([O-])(O)=O.[Na+] (sodium bicarbonate), Cl.C(C)(C)(C)OC([C@H](NCC)CC(C)C)=O (ethyl D-leucine tert-butyl ester hydrochloride). Run in CN(C)C=O (DMF), O (water). Reaction conditions: time 16 hour. Yields the product C(#N)C=1C=C(CNC(C(=O)OC(C)(C)C)CC(C)C)C=C(C1)F (tert-butyl 2-[(3-cyano-5-fluorobenzyl)amino]-4-methylpentanoate). RXN SMILES: BrCC1[CH:4]=[C:5]([CH:8]=[C:9]([F:11])[CH:10]=1)[C:6]#[N:7].C(=O)(O)[O-].[Na+].Cl.[C:18]([O:22][C:23](=[O:32])[C@@H:24]([CH2:28][CH:29]([CH3:31])[CH3:30])[NH:25][CH2:26][CH3:27])([CH3:21])([CH3:20])[CH3:19]>CN(C=O)C.O>[C:6]([C:5]1[CH:4]=[C:27]([CH:10]=[C:9]([F:11])[CH:8]=1)[CH2:26][NH:25][CH:24]([CH2:28][CH:29]([CH3:31])[CH3:30])[C:23]([O:22][C:18]([CH3:20])([CH3:19])[CH3:21])=[O:32])#[N:7] |f:1.2,3.4|. Procedure: To 3-(bromomethyl)-5-fluorobenzonitrile (4.0 g, 0.02 mol) in dry DMF (40 mL) were added sodium bicarbonate (3.9 g, 0.046 mol) and ethyl D-leucine tert-butyl ester hydrochloride (4.2 g, 0.019 mol). The reaction mixture was stirred at RT for 16 hours. It was diluted with water and extracted with ethyl acetate. The organic phase was washed with water, brine, dried and concentrated. The crude product was purified by chromatography using petroleum ether/ethyl acetate as eluent, affording the title co... The reactants are C(C1=CC=CC=C1)OC(/C(=C/C=1C=C2C=CNC2=CC1)/OC)=O ((Z)-3-(1H-indol-5-yl)-2-methoxy-acrylic acid benzyl ester), ClCC=1N=C(OC1C)C1=CC=CC=C1 (4-chloromethyl-2-phenyl-5-methyl-oxazole). Product: CO\C(\C(=O)O)=C/C=1C=C2C=CN(C2=CC1)CC=1N=C(OC1C)C1=CC=CC=C1 ((Z)-2-Methoxy-3-[1-(5-methyl-2-phenyl-oxazol-4-ylmethyl)-1H-indol-5-yl]-acrylic Acid). The yield is 75.0%. Reaction SMILES: C([O:8][C:9](=[O:23])/[C:10](/[O:21][CH3:22])=[CH:11]/[C:12]1[CH:13]=[C:14]2[C:18](=[CH:19][CH:20]=1)[NH:17][CH:16]=[CH:15]2)C1C=CC=CC=1.Cl[CH2:25][C:26]1[N:27]=[C:28]([C:32]2[CH:37]=[CH:36][CH:35]=[CH:34][CH:33]=2)[O:29][C:30]=1[CH3:31]>>[CH3:22][O:21]/[C:10](=[CH:11]\[C:12]1[CH:13]=[C:14]2[C:18](=[CH:19][CH:20]=1)[N:17]([CH2:25][C:26]1[N:27]=[C:28]([C:32]3[CH:37]=[CH:36][CH:35]=[CH:34][CH:33]=3)[O:29][C:30]=1[CH3:31])[CH:16]=[CH:15]2)/[C:9]([OH:8])=[O:23]. Reported procedure: Starting from (Z)-3-(1H-indol-5-yl)-2-methoxy-acrylic acid benzyl ester and 4-chloromethyl-2-phenyl-5-methyl-oxazole, the title compound was obtained in 75% yield as an off-white solid. MS: (M+H)+ 389.2. Starting materials: BrC=1C(=NC=CC1I)Cl (3-bromo-2-chloro-4-iodopyridine), C(#N)C1=CC=C(C=C1)B(O)O (4-cyanophenylboronic acid), C(=O)([O-])[O-].[Na+].[Na+] (Na2CO3), C1(=CC=CC=C1)C (toluene), C(#N)C1=CC=C(C=C1)B(O)O (4-cyanophenylboronic acid), C(=O)([O-])[O-].[Na+].[Na+] (Na2CO3). Reagents/catalysts: C=1C=CC(=CC1)[P](C=2C=CC=CC2)(C=3C=CC=CC3)[Pd]([P](C=4C=CC=CC4)(C=5C=CC=CC5)C=6C=CC=CC6)([P](C=7C=CC=CC7)(C=8C=CC=CC8)C=9C=CC=CC9)[P](C=1C=CC=CC1)(C=1C=CC=CC1)C=1C=CC=CC1 ((Ph3P)4Pd), C=1C=CC(=CC1)[P](C=2C=CC=CC2)(C=3C=CC=CC3)[Pd]([P](C=4C=CC=CC4)(C=5C=CC=CC5)C=6C=CC=CC6)([P](C=7C=CC=CC7)(C=8C=CC=CC8)C=9C=CC=CC9)[P](C=1C=CC=CC1)(C=1C=CC=CC1)C=1C=CC=CC1 ((Ph3P)4Pd), C=1C=CC(=CC1)[P](C=2C=CC=CC2)(C=3C=CC=CC3)[Pd]([P](C=4C=CC=CC4)(C=5C=CC=CC5)C=6C=CC=CC6)([P](C=7C=CC=CC7)(C=8C=CC=CC8)C=9C=CC=CC9)[P](C=1C=CC=CC1)(C=1C=CC=CC1)C=1C=CC=CC1 ((Ph3P)4Pd). Solvent: O (water). Run at temperature 100 celsius, time 4 hour. The product is BrC=1C(=NC=CC1C1=CC=C(C#N)C=C1)Cl (4-(3-bromo-2-chloropyridin-4-yl)benzonitrile). Yield: 28.7%. RXN SMILES: [Br:1][C:2]1[C:3]([Cl:9])=[N:4][CH:5]=[CH:6][C:7]=1I.[C:10]([C:12]1[CH:17]=[CH:16][C:15](B(O)O)=[CH:14][CH:13]=1)#[N:11].C([O-])([O-])=O.[Na+].[Na+].C1(C)C=CC=CC=1>O.C1C=CC([P]([Pd]([P](C2C=CC=CC=2)(C2C=CC=CC=2)C2C=CC=CC=2)([P](C2C=CC=CC=2)(C2C=CC=CC=2)C2C=CC=CC=2)[P](C2C=CC=CC=2)(C2C=CC=CC=2)C2C=CC=CC=2)(C2C=CC=CC=2)C2C=CC=CC=2)=CC=1>[Br:1][C:2]1[C:3]([Cl:9])=[N:4][CH:5]=[CH:6][C:7]=1[C:15]1[CH:16]=[CH:17][C:12]([C:10]#[N:11])=[CH:13][CH:14]=1 |f:2.3.4,^1:38,40,59,78|. Reported procedure: A suspension of impure 3-bromo-2-chloro-4-iodopyridine (2.23 g), 4-cyanophenylboronic acid (1.62 g, 11.0 mmol), 2 M aqueous Na2CO3 solution (6 mL, 12 mmol), and toluene (40 mL) was purged with argon, then (Ph3P)4Pd (1.1 g, 0.95 mmol) was added in one portion. The resulting yellow mixture was vigorously stirred under argon at 100° C. for 4 h. Analysis by HPLC/MS indicated the reaction was not complete, and additional 4-cyanophenylboronic acid (0.82 g, 5.57 mmol), 2 M aqueous Na2CO3 solution (3.5 ... Reactants: C[Si](C)(C)C#CC1=CC=C(C=C1)C#CC1=CC(=CC(=C1)OC)OC (1-(trimethylsilylethynyl)-4-(3,5-dimethoxyphenylethynyl)benzene), C([O-])([O-])=O.[K+].[K+] (potassium carbonate), CO (methanol). The solvent is C(Cl)Cl (methylene chloride). Reaction conditions: time 8 hour. Yields the product C(#C)C1=CC=C(C=C1)C#CC1=CC(=CC(=C1)OC)OC (1-ethynyl-4-(3,5-dimethyoxyphenylethynyl)benzene). Isolated yield 63.4%. Reaction SMILES: C[Si]([C:5]#[C:6][C:7]1[CH:12]=[CH:11][C:10]([C:13]#[C:14][C:15]2[CH:20]=[C:19]([O:21][CH3:22])[CH:18]=[C:17]([O:23][CH3:24])[CH:16]=2)=[CH:9][CH:8]=1)(C)C.C(=O)([O-])[O-].[K+].[K+].CO>C(Cl)Cl>[C:6]([C:7]1[CH:8]=[CH:9][C:10]([C:13]#[C:14][C:15]2[CH:20]=[C:19]([O:21][CH3:22])[CH:18]=[C:17]([O:23][CH3:24])[CH:16]=2)=[CH:11][CH:12]=1)#[CH:5] |f:1.2.3|. Reported procedure: Into a 100 ml round bottom flask was placed a mixture of 2.27 g (0.0068 mole) of 1-(trimethylsilylethynyl)-4-(3,5-dimethoxyphenylethynyl)benzene, 1.88 g (0.0136 mole) potassium carbonate, 30 ml of methanol and 30 ml of methylene chloride. The mixture was stirred at room temperature overnight under nitrogen. The dark brown suspension was filtered through an alumina bed to remove some color, and the still dark color filtrate was washed twice with water (30 ml each). The aqueous layers were combine... Starting materials: ClCCl, CCO, Cc1ccccc1, FC(F)(F)c1cccc(OC2CNC2)c1, NC(=O)N[N+](=O)[O-]. Product: NC(=O)N1CC(Oc2cccc(C(F)(F)F)c2)C1. As a reaction SMILES: [CH2:23]([Cl:24])[Cl:25].[CH2:26]([OH:27])[CH3:28].[CH3:29][c:30]1[cH:31][cH:32][cH:33][cH:34][cH:35]1.[F:8][C:9]([c:10]1[cH:11][c:12]([O:13][CH:14]2[CH2:15][NH:16][CH2:17]2)[cH:18][cH:19][cH:20]1)([F:21])[F:22].[N+:1]([O-:2])(=[O:3])[NH:4][C:5](=[O:6])[NH2:7]>>[N:4]1([C:5](=[O:6])[NH2:7])[CH2:15][CH:14]([O:13][c:12]2[cH:11][c:10]([C:9]([F:8])([F:21])[F:22])[cH:20][cH:19][cH:18]2)[CH2:17]1. Starting materials: Cc1nc(Br)c(C=O)[nH]1, C1CCOC1, CC=C(C)C, CC(C)(C)O, [O-][Cl+][O-], [Na+], [Na+], O, O, O=P([O-])(O)O. Product: Cc1nc(Br)c(C(=O)O)[nH]1. RXN SMILES: [Br:12][c:13]1[n:14][c:15]([CH3:20])[nH:16][c:17]1[CH:18]=[O:19].[CH2:27]1[O:28][CH2:29][CH2:30][CH2:31]1.[CH3:21][C:22](=[CH:23][CH3:24])[CH3:25].[CH3:32][C:33]([OH:34])([CH3:35])[CH3:36].[Cl+:1]([O-:2])[O-:3].[Na+:11].[Na+:4].[OH2:26].[OH2:5].[P:6]([O-:7])([OH:8])([OH:9])=[O:10]>>[OH:5][C:18]([c:17]1[c:13]([Br:12])[n:14][c:15]([CH3:20])[nH:16]1)=[O:19]. Reactants: N[C@@H](CO)CN(C1=CC=CC=C1)CC ((R)-2-amino-3-(ethyl-phenyl-amino)-propan-1-ol), C([O-])([O-])=O.[K+].[K+] (potassium carbonate), N#CBr (cyanogen bromide). The solvent is C1CCOC1 (THF), C1CCOC1 (THF), CCOC(=O)C (EtOAc). Reaction conditions: time 18 hour. Product: C(C)N(C1=CC=CC=C1)C[C@H]1N=C(OC1)N ((R)-4-[(ethyl-phenyl-amino)-methyl]-4,5-dihydro-oxazol-2-ylamine). Yield: 53.5%. Reaction SMILES: [NH2:1][C@H:2]([CH2:5][N:6]([CH2:13][CH3:14])[C:7]1[CH:12]=[CH:11][CH:10]=[CH:9][CH:8]=1)[CH2:3][OH:4].C(=O)([O-])[O-].[K+].[K+].[N:21]#[C:22]Br>C1COCC1.CCOC(C)=O>[CH2:13]([N:6]([CH2:5][C@@H:2]1[CH2:3][O:4][C:22]([NH2:21])=[N:1]1)[C:7]1[CH:12]=[CH:11][CH:10]=[CH:9][CH:8]=1)[CH3:14] |f:1.2.3|. Procedure details: To a stirred solution of (R)-2-amino-3-(ethyl-phenyl-amino)-propan-1-ol (235 mg) at r.t. in THF (10 ml) under an argon atmosphere were added potassium carbonate (334 mg) and a solution of cyanogen bromide (256 mg) in THF (5 ml). Stirring at r.t. was continued for 18 h. The mixture (off-white suspension) was diluted with EtOAc and washed with H2O. The aqueous phase was back extracted with EtOAc. The combined organics were washed with brine, dried over MgSO4, filtered and concentrated. The crude p... Reactants: CC(C)OC(=NC#N)c1cccnc1, CC(C)(C)CCN, CO. Product: CC(C)(C)CCN=C(NC#N)c1cccnc1. Reaction SMILES: [C:1](#[N:2])[N:3]=[C:4]([O:5][CH:6]([CH3:7])[CH3:8])[c:9]1[cH:10][n:11][cH:12][cH:13][cH:14]1.[CH3:15][C:16]([CH2:17][CH2:18][NH2:19])([CH3:20])[CH3:21].[CH3:22][OH:23]>>[C:1](#[N:2])[NH:3][C:4]([c:9]1[cH:10][n:11][cH:12][cH:13][cH:14]1)=[N:19][CH2:18][CH2:17][C:16]([CH3:15])([CH3:20])[CH3:21]. Starting materials: ClCCl, CC(=O)OC(C)=O, c1ccc(C23CNCC2C3)cc1, c1ccncc1. Product: CC(=O)N1CC2CC2(c2ccccc2)C1. Reaction SMILES: [CH2:26]([Cl:27])[Cl:28].[CH3:19][C:20](=[O:21])[O:22][C:23](=[O:24])[CH3:25].[c:1]1([C:7]23[CH2:8][NH:9][CH2:10][CH:11]2[CH2:12]3)[cH:2][cH:3][cH:4][cH:5][cH:6]1.[cH:13]1[cH:14][cH:15][n:16][cH:17][cH:18]1>>[c:1]1([C:7]23[CH2:8][N:9]([C:20]([CH3:19])=[O:21])[CH2:10][CH:11]2[CH2:12]3)[cH:2][cH:3][cH:4][cH:5][cH:6]1.